The task is: describe an organic reaction: reactants, conditions, products, and yield. This data is from the Open Reaction Database (ORD), a public repository of structured organic reaction records. Starting materials: CCC(=O)OC(=O)CC, CC(C)C(=O)Cl, COC(=O)C1CC(O)C(=O)C2C1(C)CCC1C(=O)OC(c3ccoc3)CC12C. Yields the product COC(=O)C1CC(OC(=O)C(C)C)C(=O)C2C1(C)CCC1C(=O)OC(c3ccoc3)CC12C. As a reaction SMILES: [C:1]([O:2][C:3](=[O:4])[CH2:5][CH3:6])(=[O:7])[CH2:8][CH3:9].[C:38]([CH:39]([CH3:40])[CH3:41])(=[O:42])[Cl:43].[CH3:10][O:11][C:12](=[O:13])[CH:14]1[C:15]2([CH3:37])[CH2:16][CH2:17][CH:18]3[C:19](=[O:36])[O:20][CH:21]([c:31]4[cH:32][o:33][cH:34][cH:35]4)[CH2:22][C:23]3([CH3:30])[CH:24]2[C:25](=[O:29])[CH:26]([OH:28])[CH2:27]1>>[CH3:10][O:11][C:12](=[O:13])[CH:14]1[C:15]2([CH3:37])[CH2:16][CH2:17][CH:18]3[C:19](=[O:36])[O:20][CH:21]([c:31]4[cH:32][o:33][cH:34][cH:35]4)[CH2:22][C:23]3([CH3:30])[CH:24]2[C:25](=[O:29])[CH:26]([O:28][C:38]([CH:39]([CH3:40])[CH3:41])=[O:42])[CH2:27]1. The reactants are CCCCC/C=C\C/C=C\C=C\C=C\[C@H]([C@H](CCCC(=O)O)O)SC[C@@H](C(=O)NCC(=O)O)NC(=O)CC[C@@H](C(=O)O)N (LTC4), CCCCC/C=C\C/C=C\C=C\C=C\[C@H]1[C@@H](O1)CCCC(=O)OC (LTA4 methyl ester), B(O)(O)OC[C@H](N)C(=O)O (serine borate). The solvent is P(=O)([O-])([O-])[O-] (phosphate). The product is CCCCC/C=C\C/C=C\C=C\C=C\[C@H]([C@H](CCCC(=O)O)O)SC[C@H](C(=O)NCC(=O)O)NC(=O)CC[C@@H](C(=O)O)N (Leukotriene C4). As a reaction SMILES: [CH3:1][CH2:2][CH2:3][CH2:4][CH2:5]/[CH:6]=[CH:7]\[CH2:8]/[CH:9]=[CH:10]\[CH:11]=[CH:12]\[CH:13]=[CH:14]\[C@@H:15]([S:24][CH2:25][C@H:26]([NH:34][C:35]([CH2:37][CH2:38][C@H:39]([NH2:43])[C:40]([OH:42])=[O:41])=[O:36])[C:27]([NH:29][CH2:30][C:31]([OH:33])=[O:32])=[O:28])[C@@H:16]([OH:23])[CH2:17][CH2:18][CH2:19][C:20]([OH:22])=[O:21].CCCCC/C=C\C/C=C\C=C\C=C\[C@@H]1O[C@H]1CCCC(OC)=O.B(OC[C@@H](C(O)=O)N)(O)O>P([O-])([O-])([O-])=O>[CH3:1][CH2:2][CH2:3][CH2:4][CH2:5]/[CH:6]=[CH:7]\[CH2:8]/[CH:9]=[CH:10]\[CH:11]=[CH:12]\[CH:13]=[CH:14]\[C@@H:15]([S:24][CH2:25][C@@H:26]([NH:34][C:35]([CH2:37][CH2:38][C@H:39]([NH2:43])[C:40]([OH:42])=[O:41])=[O:36])[C:27]([NH:29][CH2:30][C:31]([OH:33])=[O:32])=[O:28])[C@@H:16]([OH:23])[CH2:17][CH2:18][CH2:19][C:20]([OH:22])=[O:21]. Procedure details: LTC4 synthase prepared as a crude fraction from guinea pig lung was used. The test compounds7were tested in duplicate at a concentration of 300 μg/ml. The test compound and/or vehicle was incubated with 12 μg enzyme, 0.3 μg LTA4 methyl ester, 0.2% (w/w) albumin (to stabilize the product) and 4.5 mM serine borate (to prevent conversion of LTC4 to LTD4) in phosphate buffer pH 7.8 for 30 minutes at 37° C. The reaction was terminated by addition of ice-cold methanol. Formation of LTC4 was quantitate...